This data is from the Open Reaction Database (ORD), a public repository of structured organic reaction records. The task is: describe an organic reaction: reactants, conditions, products, and yield The solvent is CS(=O)C (DMSO). Reactants: ClC1=C(C=NC2=CC(=C(C=C12)OC)OC)C(=O)N (4-chloro-6,7-dimethoxy-3-quinolinecarboxamide), NC=1C(=C(C(=O)O)C=CC1)C (3-amino-2-methylbenzoic acid), C(C)(=O)O (acetic acid). Isolated yield 50.0%. Reaction SMILES: Cl[C:2]1[C:11]2[C:6](=[CH:7][C:8]([O:14][CH3:15])=[C:9]([O:12][CH3:13])[CH:10]=2)[N:5]=[CH:4][C:3]=1[C:16]([NH2:18])=[O:17].[NH2:19][C:20]1[C:21]([CH3:29])=[C:22](C=[CH:27][CH:28]=1)C(O)=O.[C:30]([OH:33])(=[O:32])[CH3:31]>CS(C)=O>[C:30]([C:31]1[CH:27]=[CH:28][C:20]([NH:19][C:2]2[C:11]3[C:6](=[CH:7][C:8]([O:14][CH3:15])=[C:9]([O:12][CH3:13])[CH:10]=3)[N:5]=[CH:4][C:3]=2[C:16]([NH2:18])=[O:17])=[C:21]([CH3:29])[CH:22]=1)([OH:33])=[O:32]. Run at temperature 100 celsius, time 5 hour. Yields the product C(=O)(O)C1=CC(=C(NC2=C(C=NC3=CC(=C(C=C23)OC)OC)C(=O)N)C=C1)C (4-(4-Carboxy-2-methylanilino)-6,7-dimethoxy-3-quinolinecarboxamide). Procedure details: A mixture of 4-chloro-6,7-dimethoxy-3-quinolinecarboxamide (0.046 g, 0.17 mmol), 3-amino-2-methylbenzoic acid (0.035 g, 0.23 mmol) and acetic acid (40 μl) in DMSO (0.8 ml) was stirred at 100° C. for 5 h. After cooling the reaction mixture was washed several times with diethyl ether. The oily residue was dissolved in water and made alkaline with 1 M NaOH and then weakly acidified with acetic acid. The mixture was left at 5° C. over night and the resulting precipitate was collected by filtration, ... Starting materials: O (Water), [OH-].[Na+] (NaOH), O (water), COC(=O)[C@H]1[C@H]2N(CC(N1)=O)CCC2 (cis-methyl-3-oxooctahydropyrrolo[1,2-a]pyrazine-1-carboxylate), [H-].[Al+3].[Li+].[H-].[H-].[H-] (lithium aluminium hydride). The solvent is C1CCOC1 (THF). Run at temperature 0 celsius, time 1 hour. The product is [C@@H]1([C@H]2N(CCN1)CCC2)CO (cis-Octahydropyrrolo[1,2-a]pyrazin-1-ylmethanol). Isolated yield 93.0%. Reaction SMILES: C[O:2][C:3]([C@@H:5]1[NH:10][C:9](=O)[CH2:8][N:7]2[CH2:12][CH2:13][CH2:14][C@@H:6]12)=O.[H-].[Al+3].[Li+].[H-].[H-].[H-].O.[OH-].[Na+]>C1COCC1>[C@@H:5]1([CH2:3][OH:2])[NH:10][CH2:9][CH2:8][N:7]2[CH2:12][CH2:13][CH2:14][C@@H:6]12 |f:1.2.3.4.5.6,8.9|. Reported procedure: To a solution of cis-methyl-3-oxooctahydropyrrolo[1,2-a]pyrazine-1-carboxylate (Prepared according literature procedure: Heterocycles, 52(3), 2000)(270 mg) in anhydrous THF (10 mL) under a Nitrogen atmosphere at 0° C., lithium aluminium hydride (1M in THF, 6.8 mL) was added dropwise. The resulting mixture was stirred at 0° C. for 1 hour, then allowed to reach rt and stirred at this temperature for 30 minutes. Water (260 microL), NaOH (1M solution, 260 microL) and water (780 microL) were then add...